Dataset: the Open Reaction Database (ORD), a public repository of structured organic reaction records. Task: describe an organic reaction: reactants, conditions, products, and yield The reactants are COc1cc2nccc(Cl)c2cc1OC, Nc1ccc2cn[nH]c2c1, CN(C)C=O. Yields the product Cl, COc1cc2nccc(Nc3ccc4cn[nH]c4c3)c2cc1OC. As a reaction SMILES: [Cl:1][c:2]1[cH:3][cH:4][n:5][c:6]2[cH:7][c:8]([O:14][CH3:15])[c:9]([O:12][CH3:13])[cH:10][c:11]12.[NH2:16][c:17]1[cH:18][cH:19][c:20]2[cH:21][n:22][nH:23][c:24]2[cH:25]1.[O:26]=[CH:27][N:28]([CH3:29])[CH3:30]>>[ClH:1].[c:2]1([NH:16][c:17]2[cH:18][cH:19][c:20]3[cH:21][n:22][nH:23][c:24]3[cH:25]2)[cH:3][cH:4][n:5][c:6]2[cH:7][c:8]([O:14][CH3:15])[c:9]([O:12][CH3:13])[cH:10][c:11]12. Reactants: BrCC(CC1=CC=C(C=C1)[N+](=O)[O-])=O (1-bromo-3-(4-nitrophenyl)-2-propanone), C(C)(=S)N (thioacetamide). Run in C(C)O (ethanol). The product is CC=1SC=C(N1)CC1=CC=C(C=C1)[N+](=O)[O-] (2-methyl-4-(4-nitrobenzyl)-1,3-thiazole). Yield: 80.9%. As a reaction SMILES: Br[CH2:2][C:3](=O)[CH2:4][C:5]1[CH:10]=[CH:9][C:8]([N+:11]([O-:13])=[O:12])=[CH:7][CH:6]=1.[C:15]([NH2:18])(=[S:17])[CH3:16]>C(O)C>[CH3:16][C:15]1[S:17][CH:2]=[C:3]([CH2:4][C:5]2[CH:10]=[CH:9][C:8]([N+:11]([O-:13])=[O:12])=[CH:7][CH:6]=2)[N:18]=1. Procedure: A mixture of 1-bromo-3-(4-nitrophenyl)-2-propanone (0.80 g), thioacetamide (0.23 g) and ethanol (20 mL) was heated under reflux for 2 hrs. The reaction mixture was concentrated, and saturated aqueous sodium hydrogen carbonate was added to the residue. The mixture was extracted with ethyl acetate. The organic layer was washed with saturated brine, dried over anhydrous magnesium sulfate and concentrated. The residue was subjected to silica gel column chromatography to give 2-methyl-4-(4-nitrobenzy... Reactants: C(C1=CC=CC=C1)OC=1C=CC(NC1)=O (5-(benzyloxy)pyridin-2(1H)-one), C(C1=CC=CC=C1)NC(=O)C1=C(N=C(S1)Br)C (N-benzyl-2-bromo-4-methylthiazole-5-carboxamide). Yields the product C(C1=CC=CC=C1)NC(=O)C1=C(N=C(S1)N1C(C=CC(=C1)OCC1=CC=CC=C1)=O)C (N-Benzyl-2-(5-(benzyloxy)-2-oxopyridin-1(2H)-yl)-4-methylthiazole-5-carboxamide). Isolated yield 32.0%. RXN SMILES: [CH2:1]([O:8][C:9]1[CH:10]=[CH:11][C:12](=[O:15])[NH:13][CH:14]=1)[C:2]1[CH:7]=[CH:6][CH:5]=[CH:4][CH:3]=1.[CH2:16]([NH:23][C:24]([C:26]1[S:30][C:29](Br)=[N:28][C:27]=1[CH3:32])=[O:25])[C:17]1[CH:22]=[CH:21][CH:20]=[CH:19][CH:18]=1>>[CH2:16]([NH:23][C:24]([C:26]1[S:30][C:29]([N:13]2[CH:14]=[C:9]([O:8][CH2:1][C:2]3[CH:3]=[CH:4][CH:5]=[CH:6][CH:7]=3)[CH:10]=[CH:11][C:12]2=[O:15])=[N:28][C:27]=1[CH3:32])=[O:25])[C:17]1[CH:18]=[CH:19][CH:20]=[CH:21][CH:22]=1. Reported procedure: Following the procedure as described in Example 3, making variations only as required to use 5-(benzyloxy)pyridin-2(1H)-one in place of 4-aminopyridin-2(1H)-one to react with N-benzyl-2-bromo-4-methylthiazole-5-carboxamide, the title compound was obtained as a white solid in 32% yield: mp 166-167° C.; 1H NMR (300 MHz, CDCl3) δ 8.36 (d, J=2.7 Hz, 1H), 7.48-7.22 (m, 11H), 6.61 (d, J=9.9 Hz, 1H), 6.45 (t, J=5.4 Hz, 1H), 4.98 (s, 2H), 4.56 (d, J=5.4 Hz, 2H), 2.70 (s, 3H); 13C NMR (75 MHz, CDCl3) δ 1... Reactants: ClCC(=O)NC=1SC=C(N1)C(C(=O)N[C@@H]1C(N([C@@H]1OC(CC1=CC=CC=C1)=O)S(=O)(=O)[O-])=O)=NOC.[Na+] (sodium (3S,4R)-3-[2-(2-chloroacetamidothiazol-4-yl)-2-methoxyiminoacetamido]-4-phenylacetoxy-2-oxoazetidine-1-sulfonate), CSC(N)=S.[Na] (sodium monomethyldithiocarbamate). The solvent is O (water). Reaction conditions: time 1.5 hour. Yields the product NC=1SC=C(N1)C(C(=O)N[C@@H]1C(N([C@@H]1OC(CC1=CC=CC=C1)=O)S(=O)(=O)[O-])=O)=NOC.[Na+] (sodium (3S,4R)-3-[2-(2-aminothiazol-4-yl)-2-methoxyiminoacetamido]-4-phenylacetoxy-2-oxoazetidine-1-sulfonate). The yield is 50.7%. RXN SMILES: ClCC([NH:5][C:6]1[S:7][CH:8]=[C:9]([C:11](=[N:34][O:35][CH3:36])[C:12]([NH:14][C@H:15]2[C@@H:18]([O:19][C:20](=[O:28])[CH2:21][C:22]3[CH:27]=[CH:26][CH:25]=[CH:24][CH:23]=3)[N:17]([S:29]([O-:32])(=[O:31])=[O:30])[C:16]2=[O:33])=[O:13])[N:10]=1)=O.[Na+:37].CSC(=S)N.[Na]>O>[NH2:5][C:6]1[S:7][CH:8]=[C:9]([C:11](=[N:34][O:35][CH3:36])[C:12]([NH:14][C@H:15]2[C@@H:18]([O:19][C:20](=[O:28])[CH2:21][C:22]3[CH:23]=[CH:24][CH:25]=[CH:26][CH:27]=3)[N:17]([S:29]([O-:32])(=[O:30])=[O:31])[C:16]2=[O:33])=[O:13])[N:10]=1.[Na+:37] |f:0.1,2.3,5.6,^1:42|. Procedure: To a solution of 0.10 g of sodium (3S,4R)-3-[2-(2-chloroacetamidothiazol-4-yl)-2-methoxyiminoacetamido]-4-phenylacetoxy-2-oxoazetidine-1-sulfonate in 7 ml of water is added number ice-cooling 0.027 g of sodium monomethyldithiocarbamate, and the mixture is stirred at room temperature for 1.5 hours. Insolubles are filtered off, and the filtrate is purified on an XAD-II column to yield 0.044 g of sodium (3S,4R)-3-[2-(2-aminothiazol-4-yl)-2-methoxyiminoacetamido]-4-phenylacetoxy-2-oxoazetidine-1-sul... Reactants: FeCl3, CC1=CC=C(C=C1)C(C=O)=C (4-methylphenyl-2-propenal), C(OCC)(OCC)OCC (triethyl orthoformate), ClCCl (dichloromethane). Solvent: C(C)OCC (diethyl ether). Conditions: time 1 day. Product: C(C)OC1C(=CC2=CC=C(C=C12)C)C (1-ethoxy-2,6-dimethyl-1H-indene). Isolated yield 24.0%. As a reaction SMILES: [CH3:1][C:2]1[CH:7]=[CH:6][C:5]([C:8](=[CH2:11])C=O)=[CH:4][CH:3]=1.[CH:12](OCC)(OCC)[O:13][CH2:14][CH3:15].Cl[CH2:23]Cl>C(OCC)C>[CH2:14]([O:13][CH:12]1[C:4]2[C:5](=[CH:6][CH:7]=[C:2]([CH3:1])[CH:3]=2)[CH:8]=[C:11]1[CH3:23])[CH3:15]. Reported procedure: Anhydrous FeCl3 (2.0 g, 12.3 mmol.) was added to a solution of (2E)-2-methyl-3-(4-methylphenyl-2-propenal (5.0 g, 31.3 mmol.) and triethyl orthoformate (5.1 g, 34.5 mmol.) in dichloromethane (35 ml). The dark red solution was stirred at room temperature for 1 day, then diluted with 100 ml of diethyl ether and washed with water (3×75 ml). The organic phase was dried (MgSO4), filtered and concentrated. Kugelrohr distillation (54° C., 20 mTorr) yielded 1.4 g (7.4 mmol., 24% yield) of the title comp...